Dataset: the Open Reaction Database (ORD), a public repository of structured organic reaction records. Task: describe an organic reaction: reactants, conditions, products, and yield Reactants: N1S(CC2=C1C=CC=C2)(=O)=O (1,3-dihydro-2,1-benzisothiazole 2,2-dioxide), CI (methyl iodide), C([O-])([O-])=O.[K+].[K+] (potassium carbonate). The solvent is CN(C=O)C (N,N-dimethylformamide), C1(=CC=CC=C1)C.C(C)(=O)OCC (toluene ethyl acetate). Conditions: time 4 hour. Product: CN1S(CC2=C1C=CC=C2)(=O)=O (1-Methyl-1,3-dihydro-2,1-benzisothiazole 2,2-dioxide). Isolated yield 62.6%. RXN SMILES: [NH:1]1[C:5]2[CH:6]=[CH:7][CH:8]=[CH:9][C:4]=2[CH2:3][S:2]1(=[O:11])=[O:10].CI.[C:14](=O)([O-])[O-].[K+].[K+]>CN(C)C=O.C1(C)C=CC=CC=1.C(OCC)(=O)C>[CH3:14][N:1]1[C:5]2[CH:6]=[CH:7][CH:8]=[CH:9][C:4]=2[CH2:3][S:2]1(=[O:10])=[O:11] |f:2.3.4,6.7|. Procedure: A mixture of 1,3-dihydro-2,1-benzisothiazole 2,2-dioxide (J. Heterocyclic Chem. 1986, 23, 1645., 401 mg, 2.37 mmol), methyl iodide (0.6 mL, 9.48 mmol) and potassium carbonate (328 mg, 2.37 mmol) in N,N-dimethylformamide (7 mL) was stirred for 4 h at room temperature. The reaction mixture was diluted with toluene/ethyl acetate (1/3), then washed with water for two times, and then the organic layer washed with brine, dried over sodium sulfate, and evaporated. The residue was purified by preparativ... Reactants: CO, CCN(C(C)C)C(C)C, Clc1nc2ccccc2o1, ClC(Cl)Cl, C1CN2CCC(CC2)N1, [Na+], O=C([O-])O. Product: c1ccc2oc(N3CCN4CCC3CC4)nc2c1. Reaction SMILES: [CH3:29][OH:30].[CH:20]([N:21]([CH2:22][CH3:23])[CH:24]([CH3:25])[CH3:26])([CH3:27])[CH3:28].[Cl:1][c:2]1[o:3][c:4]2[c:5]([n:6]1)[cH:7][cH:8][cH:9][cH:10]2.[Cl:31][CH:32]([Cl:33])[Cl:34].[N:11]12[CH2:12][CH2:13][NH:14][CH:15]([CH2:16][CH2:17]1)[CH2:18][CH2:19]2.[Na+:39].[O-:35][C:36]([OH:37])=[O:38]>>[c:2]1([N:14]2[CH2:13][CH2:12][N:11]3[CH2:17][CH2:16][CH:15]2[CH2:18][CH2:19]3)[o:3][c:4]2[c:5]([n:6]1)[cH:7][cH:8][cH:9][cH:10]2. Reactants: O=C(CC(=O)OCC)CCCCCCCCC (ethyl 3-oxododecanoate), C(CO)O (ethylene glycol), CC=1C=CC(=CC1)S(=O)(=O)O (p-TsOH). Solvent: C1=CC=CC=C1 (benzene). The product is C1OC(CC(=O)OCC)(CCCCCCCCC)OC1 (ethyl 3,3-ethylenedioxydodecanoate). Yield: 79.0%. Reaction SMILES: [O:1]=[C:2]([CH2:9][CH2:10][CH2:11][CH2:12][CH2:13][CH2:14][CH2:15][CH2:16][CH3:17])[CH2:3][C:4]([O:6][CH2:7][CH3:8])=[O:5].[CH2:18](O)[CH2:19][OH:20].CC1C=CC(S(O)(=O)=O)=CC=1>C1C=CC=CC=1>[CH2:18]1[CH2:19][O:20][C:2]([CH2:9][CH2:10][CH2:11][CH2:12][CH2:13][CH2:14][CH2:15][CH2:16][CH3:17])([CH2:3][C:4]([O:6][CH2:7][CH3:8])=[O:5])[O:1]1. Procedure details: The mixture of ethyl 3-oxododecanoate (1.456 g, ca. 5 mmol), ethylene glycol (2.78 mL, 50 mmol) and a catalytic amount of p-TsOH (95 mg, 0.5 mmol) in benzene (50 mL) was heated to 110° C. under an argon atmosphere overnight. The solvent was removed, and the residue was diluted with 50 mL ethyl acetate. The solution was washed with saturated aqueous NaHCO3 (50 mL) and brine (50 mL), and the organic phase was dried over MgSO4 and concentrated. The residue was purified by flash chromatography (hexa... RXN SMILES: Br[CH2:2][C:3]1[CH:7]=[N:6][N:5]([C:8]2[C:13]([Cl:14])=[CH:12][C:11]([C:15]([F:18])([F:17])[F:16])=[CH:10][C:9]=2[Cl:19])[N:4]=1.[S-:20][C:21]#[N:22].[K+].O1CCCC1>O>[Cl:19][C:9]1[CH:10]=[C:11]([C:15]([F:18])([F:17])[F:16])[CH:12]=[C:13]([Cl:14])[C:8]=1[N:5]1[N:6]=[C:7]([S:20][C:21]#[N:22])[C:3]([CH3:2])=[N:4]1 |f:1.2|. Starting materials: BrCC1=NN(N=C1)C1=C(C=C(C=C1Cl)C(F)(F)F)Cl (4-Bromomethyl-2-(2,6-dichloro-4-trifluoromethylphenyl)-2H-1,2,3-triazole), [S-]C#N.[K+] (potassium thiocyanate), O1CCCC1 (tetrahydrofuran). Run in O (water). Procedure: 4-Bromomethyl-2-(2,6-dichloro-4-trifluoromethylphenyl)-2H-1,2,3-triazole (9.55 g), potassium thiocyanate (1 g) and tetrahydrofuran (50 ml) were heated under reflux for 3 hours. The mixture was poured into water, solid collected and recrystallised from ethyl aceteate/hexane to give 2-(2,6-dichloro-4-trifluoromethylphenyl)-4-thiocyanato-methyl-2H-1,2,3-triazole, m.p. 115°-117°. (Compound 23) The product is ClC1=C(C(=CC(=C1)C(F)(F)F)Cl)N1N=C(C(=N1)SC#N)C (2-(2,6-dichloro-4-trifluoromethylphenyl)-4-thiocyanato-methyl-2H-1,2,3-triazole). Starting materials: ClC=1C=CC(=C(C(=O)O)C1)COC=1C=NC=C(C1)F (5-Chloro-2-{[(5-fluoropyridin-3-yl)oxy]methyl}benzoic acid), Cl.N[C@@H](C)C1=CC=C(C(=O)OC)C=C1 (Methyl 4-[(1S)-1-aminoethyl]benzoate hydrochloride). Yields the product ClC=1C=CC(=C(C(=O)N[C@@H](C)C2=CC=C(C(=O)OC)C=C2)C1)COC=1C=NC=C(C1)F (Methyl 4-{(1S)-1-[(5-chloro-2-{[(5-fluoropyridin-3-yl)oxy]methyl}benzoyl)amino]ethyl}benzoate). Reaction SMILES: [Cl:1][C:2]1[CH:3]=[CH:4][C:5]([CH2:11][O:12][C:13]2[CH:14]=[N:15][CH:16]=[C:17]([F:19])[CH:18]=2)=[C:6]([CH:10]=1)[C:7]([OH:9])=O.Cl.[NH2:21][C@H:22]([C:24]1[CH:33]=[CH:32][C:27]([C:28]([O:30][CH3:31])=[O:29])=[CH:26][CH:25]=1)[CH3:23]>>[Cl:1][C:2]1[CH:3]=[CH:4][C:5]([CH2:11][O:12][C:13]2[CH:14]=[N:15][CH:16]=[C:17]([F:19])[CH:18]=2)=[C:6]([CH:10]=1)[C:7]([NH:21][C@H:22]([C:24]1[CH:33]=[CH:32][C:27]([C:28]([O:30][CH3:31])=[O:29])=[CH:26][CH:25]=1)[CH3:23])=[O:9] |f:1.2|. Procedure details: The title compound was prepared according to the procedure described in step 6 of Example 1 from 5-chloro-2-{[(5-fluoropyridin-3-yl)oxy]methyl}benzoic acid (step 2) and methyl 4-[(1S)-1-aminoethyl]benzoate hydrochloride (step 5 of Example 1): Starting materials: [Cl-].[NH4+] (ammonium chloride), N1C=NC=C1 (imidazole), [Si](C)(C)(C(C)(C)C)Cl (t-butyldimethylsilyl chloride), BrCCCCCCCCCCCCCCCCO (16-Bromohexadecan-1-ol). Run in ClCCl (dichloromethane). Reaction conditions: time 4 hour. Yields the product BrCCCCCCCCCCCCCCCCO[Si](C)(C)C(C)(C)C ((16-bromohexadecyloxy)-t-butyldimethylsilane). Isolated yield 81.0%. Reaction SMILES: [Br:1][CH2:2][CH2:3][CH2:4][CH2:5][CH2:6][CH2:7][CH2:8][CH2:9][CH2:10][CH2:11][CH2:12][CH2:13][CH2:14][CH2:15][CH2:16][CH2:17][OH:18].N1C=CN=C1.[Si:24](Cl)([C:27]([CH3:30])([CH3:29])[CH3:28])([CH3:26])[CH3:25].[Cl-].[NH4+]>ClCCl>[Br:1][CH2:2][CH2:3][CH2:4][CH2:5][CH2:6][CH2:7][CH2:8][CH2:9][CH2:10][CH2:11][CH2:12][CH2:13][CH2:14][CH2:15][CH2:16][CH2:17][O:18][Si:24]([C:27]([CH3:30])([CH3:29])[CH3:28])([CH3:26])[CH3:25] |f:3.4|. Procedure: 16-Bromohexadecan-1-ol (1 g) was dissolved in 20 ml of dichloromethane, and imidazole (317.9 mg) and t-butyldimethylsilyl chloride (701.4 mg) were added to this solution. The reaction mixture was stirred at room temperature for four hours. Saturated ammonium chloride solution was added to the reaction mixture, which was then extracted three times with dichloromethane. The organic layer was washed with saline solution and dried over magnesium sulfate, and the solvent was distilled off under reduc...